Dataset: the Open Reaction Database (ORD), a public repository of structured organic reaction records. Task: describe an organic reaction: reactants, conditions, products, and yield Reactants: C(C)C1C(CC(C(C(OC(C2CCCCN2C(C(C2(C(CC(C(C(CC(C(C(=C1)C)O)C)OC)O2)OC)C)O)=O)=O)=O)C(=CC2CC(C(CC2)O)OC)C)C)O)=O (17-ethyl-1,14,20-trihydroxy-12-[2'-(4"-hydroxy-3"-methoxycyclohexyl)-1'-methylvinyl]-23,25-dimethoxy-13,19,21,27-tetramethyl-11,28-dioxa-4-azatricyclo[22.3.1.04,9 ]octacos-18-ene-2,3,10,16-tetraone), C1(=CC=C(C=C1)S(=O)(=O)O)C (p-toluenesulfonic acid), C(=O)(O)[O-].[Na+] (NaHCO3). Run at temperature 60 celsius. Yields the product C(C)C1C(C=CC(C(OC(C2CCCCN2C(C(C2(C(CC(C(C(CC(C(C(=C1)C)O)C)OC)O2)OC)C)O)=O)=O)=O)C(=CC2CC(C(CC2)O)OC)C)C)=O (17-Ethyl-1,20-dihydroxy-12-[2'-(4"-hydroxy-3"-methoxycyclohexyl)-1'-methylvinyl]-23,25-dimethoxy-13,19,21,27-tetramethyl-11,28-dioxa-4-azatricyclo[22.3.1.04,9 ]octacos-14,18-diene-2,3,10,16-tetraone). RXN SMILES: [CH2:1]([CH:3]1[CH:29]=[C:28]([CH3:30])[CH:27]([OH:31])[CH:26]([CH3:32])[CH2:25][CH:24]([O:33][CH3:34])[CH:23]2[O:35][C:19]([OH:39])([CH:20]([CH3:38])[CH2:21][CH:22]2[O:36][CH3:37])[C:18](=[O:40])[C:17](=[O:41])[N:16]2[CH:11]([CH2:12][CH2:13][CH2:14][CH2:15]2)[C:10](=[O:42])[O:9][CH:8]([C:43]([CH3:54])=[CH:44][CH:45]2[CH2:50][CH2:49][CH:48]([OH:51])[CH:47]([O:52][CH3:53])[CH2:46]2)[CH:7]([CH3:55])[CH:6](O)[CH2:5][C:4]1=[O:57])[CH3:2].C1(C)C=CC(S(O)(=O)=O)=CC=1.C([O-])(O)=O.[Na+]>>[CH2:1]([CH:3]1[CH:29]=[C:28]([CH3:30])[CH:27]([OH:31])[CH:26]([CH3:32])[CH2:25][CH:24]([O:33][CH3:34])[CH:23]2[O:35][C:19]([OH:39])([CH:20]([CH3:38])[CH2:21][CH:22]2[O:36][CH3:37])[C:18](=[O:40])[C:17](=[O:41])[N:16]2[CH:11]([CH2:12][CH2:13][CH2:14][CH2:15]2)[C:10](=[O:42])[O:9][CH:8]([C:43]([CH3:54])=[CH:44][CH:45]2[CH2:50][CH2:49][CH:48]([OH:51])[CH:47]([O:52][CH3:53])[CH2:46]2)[CH:7]([CH3:55])[CH:6]=[CH:5][C:4]1=[O:57])[CH3:2] |f:2.3|. Procedure: To a stirred solution of 17-ethyl-1,14,20-trihydroxy-12-[2'-(4"-hydroxy-3"-methoxycyclohexyl)-1'-methylvinyl]-23,25-dimethoxy-13,19,21,27-tetramethyl-11,28-dioxa-4-azatricyclo[22.3.1.04,9 ]octacos-18-ene-2,3,10,16-tetraone (in benzene) is added p-toluenesulfonic acid and the mixture warmed to 60° C. in an oil bath. The reaction mixture is cooled to room temperature, neutralized by the addition of a saturated aqueous NaHCO3 solution and extracted with ethyl acetate (3 times). The combined organic... The reactants are ClC=1C=CC2=C(C3=C(SC=C3C3=C(O2)C=CC=C3)CO)C1 ((11-Chloro-8-oxa-2-thia-dibenzo[e,h]azulene-1-yl)-methanol), Cl.ClCCCN (3-chloropropylamine-hydrochloride). Product: ClC=1C=CC2=C(C3=C(SC=C3C3=C(O2)C=CC=C3)COCCCN)C1 (3-(11-Chloro-8-oxa-2-thia-dibenzo[e,h]azulene-1-ylmethoxy)-propylamine). RXN SMILES: [Cl:1][C:2]1[CH:3]=[CH:4][C:5]2[O:14][C:13]3[CH:15]=[CH:16][CH:17]=[CH:18][C:12]=3[C:11]3[C:7](=[C:8]([CH2:19][OH:20])[S:9][CH:10]=3)[C:6]=2[CH:21]=1.Cl.Cl[CH2:24][CH2:25][CH2:26][NH2:27]>>[Cl:1][C:2]1[CH:3]=[CH:4][C:5]2[O:14][C:13]3[CH:15]=[CH:16][CH:17]=[CH:18][C:12]=3[C:11]3[C:7](=[C:8]([CH2:19][O:20][CH2:24][CH2:25][CH2:26][NH2:27])[S:9][CH:10]=3)[C:6]=2[CH:21]=1 |f:1.2|. Procedure: Starting from the alcohol 14 (0.18 mmole) and 3-chloropropylamine-hydrochloride (1.8 mmoles), an oily product was obtained. Reactants: CC(=O)O, NS(=O)(=O)c1cc(C(=O)O)cc([N+](=O)[O-])c1-c1ccccc1, [Pd]. Yields the product Nc1cc(C(=O)O)cc(S(N)(=O)=O)c1-c1ccccc1. Reaction SMILES: [CH3:23][C:24](=[O:25])[OH:26].[N+:1]([O-:2])(=[O:3])[c:4]1[cH:5][c:6]([C:7](=[O:8])[OH:9])[cH:10][c:11]([S:19]([NH2:20])(=[O:21])=[O:22])[c:12]1-[c:13]1[cH:14][cH:15][cH:16][cH:17][cH:18]1.[Pd:27]>>[NH2:1][c:4]1[cH:5][c:6]([C:7](=[O:8])[OH:9])[cH:10][c:11]([S:19]([NH2:20])(=[O:21])=[O:22])[c:12]1-[c:13]1[cH:14][cH:15][cH:16][cH:17][cH:18]1. Starting materials: N1=C(C=CC=C1)C(C1=CC=CC=C1)N1CCN(CC1)CCN1C(C=2C(C1=O)=CC=CC2)=O (4-[α-(2-pyridyl)benzyl]-1-(2-phthalimido-ethyl) piperazine), O.NN (hydrazine hydrate). Product: NCCN1CCN(CC1)C(C1=CC=CC=C1)C1=NC=CC=C1 (1-(2-Aminoethyl)-4-[α-(2-pyridyl)benzyl]piperazine). Isolated yield 52.0%. RXN SMILES: [N:1]1[CH:6]=[CH:5][CH:4]=[CH:3][C:2]=1[CH:7]([N:14]1[CH2:19][CH2:18][N:17]([CH2:20][CH2:21][N:22]2C(=O)C3=CC=CC=C3C2=O)[CH2:16][CH2:15]1)[C:8]1[CH:13]=[CH:12][CH:11]=[CH:10][CH:9]=1.O.NN>>[NH2:22][CH2:21][CH2:20][N:17]1[CH2:16][CH2:15][N:14]([CH:7]([C:2]2[CH:3]=[CH:4][CH:5]=[CH:6][N:1]=2)[C:8]2[CH:13]=[CH:12][CH:11]=[CH:10][CH:9]=2)[CH2:19][CH2:18]1 |f:1.2|. Reported procedure: The title compound was prepared in a yield of 52% in a similar manner to that described in Preparation 15' by reacting 4-[α-(2-pyridyl)benzyl]-1-(2-phthalimido-ethyl) piperazine (prepared as described in Preparation 53') and hydrazine hydrate. Starting materials: C(C1=CC=CC=C1)C(C(=O)OCC)C(C)=O (ethyl 2-benzyl-3-oxobutanoate), C(O)(O)=O.NC(=N)N (guanidine carbonate). Solvent: C(C)O (ethanol). Product: NC1=NC(=C(C(=N1)O)CC1=CC=CC=C1)C (2-Amino-5-benzyl-6-methylpyrimidine-4-ol). Reaction SMILES: [CH2:1]([CH:8]([C:14](=O)[CH3:15])[C:9](OCC)=[O:10])[C:2]1[CH:7]=[CH:6][CH:5]=[CH:4][CH:3]=1.C(=O)(O)O.[NH2:21][C:22]([NH2:24])=[NH:23]>C(O)C>[NH2:24][C:22]1[N:23]=[C:9]([OH:10])[C:8]([CH2:1][C:2]2[CH:7]=[CH:6][CH:5]=[CH:4][CH:3]=2)=[C:14]([CH3:15])[N:21]=1 |f:1.2|. Reported procedure: A mixture of ethyl 2-benzyl-3-oxobutanoate (6 g, 27.2 mmol), guanidine carbonate (2.94 g, 16.3 mmol) and ethanol (20 ml) was refluxed for 10 hours. After cooling, the precipitate was filtered and washed with water, ethanol and ether in order, to the object compound (3.62 g, 61.7%).